Dataset: the Open Reaction Database (ORD), a public repository of structured organic reaction records. Task: describe an organic reaction: reactants, conditions, products, and yield Reaction SMILES: [CH2:1]([N:4]1[CH2:8][CH:7]([CH:9]2[CH2:11][CH2:10]2)[CH:6]([CH:12]=O)[CH2:5]1)[CH:2]=[CH2:3].[F:14][C:15]1[CH:20]=[CH:19][C:18]([CH:21]2[CH2:26][CH2:25][NH:24][CH2:23][CH2:22]2)=[CH:17][CH:16]=1.C(O[BH-](OC(=O)C)OC(=O)C)(=O)C.[Na+]>ClC(Cl)C>[CH2:1]([N:4]1[CH2:8][CH:7]([CH:9]2[CH2:11][CH2:10]2)[CH:6]([CH2:12][N:24]2[CH2:25][CH2:26][CH:21]([C:18]3[CH:17]=[CH:16][C:15]([F:14])=[CH:20][CH:19]=3)[CH2:22][CH2:23]2)[CH2:5]1)[CH:2]=[CH2:3] |f:2.3|. Procedure: To a solution of 1.8 g (10 mmol) of 1-allyl-3-(RS)-formyl-4-(SR)-(cyclopropyl)pyrrolidine and 2.68 g (15 mmol) of 4-(4-fluorophenyl)piperidine in 30 mL of dichloroethane at rt was added portionwise 6.36 g (30 mmol) of sodiumtriacetoxyborohydride. After stirring for 3 h at rt, the reaction mixture was partitioned between CH2Cl2 and sat'd K2CO3. The organic fraction was dried over MgSO4, filtered and the filtrate was concentrated. The residue was purified by chomatography (silica, ethyl acetate:he... Yields the product C(C=C)N1CC(C(C1)C1CC1)CN1CCC(CC1)C1=CC=C(C=C1)F (1-Allyl-3-(RS)-(4-(4-fluorophenyl)piperidinylmethyl)-4-(SR)-(cyclopropyl)pyrrolidine). Solvent: ClC(C)Cl (dichloroethane). Run at time 3 hour. Yield: 61.3%. Starting materials: C(C=C)N1CC(C(C1)C1CC1)C=O (1-allyl-3-(RS)-formyl-4-(SR)-(cyclopropyl)pyrrolidine), FC1=CC=C(C=C1)C1CCNCC1 (4-(4-fluorophenyl)piperidine), C(C)(=O)O[BH-](OC(C)=O)OC(C)=O.[Na+] (sodiumtriacetoxyborohydride). The reactants are [Cl-].[NH4+] (ammonium chloride), BrCCC1=CC=CC=C1 (4-Bromoethylbenzene), C(CCC)[Li] (n-Butyllithium), O1CCOC12CCC(CC2)C2CCC(CC2)=O (4-(1,4-Dioxaspiro[4.5]decan-8-yl)-cyclohexanone). Solvent: C(C)(=O)OCC (ethyl acetate), C1CCOC1 (THF), C1CCOC1 (THF). Conditions: temperature 30 celsius, time 2 hour. Product: C(C)C1=CC=C(C=C1)[C@@H]1CC[C@H](CC1)C1CCC2(OCCO2)CC1 (8-(trans-4-(4-ethylphenyl)cyclohexyl)-1,4-dioxaspiro[4.5]decane). Isolated yield 62.4%. As a reaction SMILES: Br[CH2:2][CH2:3][C:4]1[CH:9]=[CH:8][CH:7]=[CH:6][CH:5]=1.C([Li])CCC.[O:15]1[C:19]2([CH2:24][CH2:23][CH:22]([CH:25]3[CH2:30][CH2:29][C:28](=O)[CH2:27][CH2:26]3)[CH2:21][CH2:20]2)[O:18][CH2:17][CH2:16]1.[Cl-].[NH4+]>C1COCC1.C(OCC)(=O)C>[CH2:3]([C:4]1[CH:9]=[CH:8][C:7]([C@H:28]2[CH2:27][CH2:26][C@H:25]([CH:22]3[CH2:21][CH2:20][C:19]4([O:18][CH2:17][CH2:16][O:15]4)[CH2:24][CH2:23]3)[CH2:30][CH2:29]2)=[CH:6][CH:5]=1)[CH3:2] |f:3.4|. Procedure details: 4-Bromoethylbenzene (s4) (30.0 g) and THF (1,000 ml) were placed in a reaction vessel under an atmosphere of nitrogen, and cooled to −74° C. n-Butyllithium (1.57M in n-hexane; 124 ml) was added dropwise in the temperature range of −74° C. to −70° C., and the stirring was continued for another 2 hours. 4-(1,4-Dioxaspiro[4.5]decan-8-yl)-cyclohexanone (s5) (38.6 g) in THF (200 ml) solution was added dropwise in the temperature range of −75° C. to −70° C., and the stirring was continued for another ...